This data is from the Open Reaction Database (ORD), a public repository of structured organic reaction records. The task is: describe an organic reaction: reactants, conditions, products, and yield The reactants are ClCCl, CC(C)(C)OC(=O)C=CC1C(C(=O)O)C1(C)C, CN(C)c1ccncc1, C(=NC1CCCCC1)=NC1CCCCC1, CC(O)c1cccc(Oc2ccccc2)n1. Yields the product CC(OC(=O)C1C(C=CC(=O)OC(C)(C)C)C1(C)C)c1cccc(Oc2ccccc2)n1. As a reaction SMILES: [CH2:58]([Cl:59])[Cl:60].[CH3:16][C:17]1([CH3:32])[CH:18]([C:29](=[O:30])[OH:31])[CH:19]1[CH:20]=[CH:21][C:22]([O:23][C:24]([CH3:25])([CH3:26])[CH3:27])=[O:28].[CH3:49][N:50]([CH3:51])[c:52]1[cH:53][cH:54][n:55][cH:56][cH:57]1.[CH:1]1([N:2]=[C:3]=[N:4][CH:5]2[CH2:6][CH2:7][CH2:8][CH2:9][CH2:10]2)[CH2:11][CH2:12][CH2:13][CH2:14][CH2:15]1.[O:33]([c:34]1[cH:35][cH:36][cH:37][cH:38][cH:39]1)[c:40]1[cH:41][cH:42][cH:43][c:44]([CH:46]([CH3:47])[OH:48])[n:45]1>>[CH3:16][C:17]1([CH3:32])[CH:18]([C:29](=[O:30])[O:31][CH:46]([c:44]2[cH:43][cH:42][cH:41][c:40]([O:33][c:34]3[cH:35][cH:36][cH:37][cH:38][cH:39]3)[n:45]2)[CH3:47])[CH:19]1[CH:20]=[CH:21][C:22]([O:23][C:24]([CH3:25])([CH3:26])[CH3:27])=[O:28]. Starting materials: C(C1=CC=CC=C1)N1C[C@@H](N(CC1)C)CCSC ((S)-4-benzyl-1-methyl-2-(2-methylsulfanyl-ethyl)-piperazine), ClC(=O)OC(C)Cl (1-chloroethyl chloroformate). Solvent: ClCCCl (1,2-dichloroethane). Reaction conditions: time 18 hour. The product is N.CO (ammonia methanol), CN1[C@H](CNCC1)CCSC ((S)-1-Methyl-2-(2-methylsulfanyl-ethyl)-piperazine). Yield: 118.1%. As a reaction SMILES: C([N:8]1[CH2:13][CH2:12][N:11]([CH3:14])[C@@H:10]([CH2:15][CH2:16][S:17][CH3:18])[CH2:9]1)C1C=CC=CC=1.Cl[C:20](OC(Cl)C)=[O:21]>ClCCCl>[NH3:8].[CH3:20][OH:21].[CH3:14][N:11]1[CH2:12][CH2:13][NH:8][CH2:9][C@@H:10]1[CH2:15][CH2:16][S:17][CH3:18] |f:3.4|. Reported procedure: To a cold solution of (S)-4-benzyl-1-methyl-2-(2-methylsulfanyl-ethyl)-piperazine (0.450 g, 1.7 mmol) in 1,2-dichloroethane (5.0 mL) is added dropwise 1-chloroethyl chloroformate (0.24 mL, 2.2 mmol). After stirring at ambient temperature for 18 hours, the 1,2-dichloroethane is evaporated and 40 mL of methanol is added to the residue. This solution is refluxed for 2 hours. Evaporation of the methanol gives the crude product. Silica gel chromatography, eluting with methylene chloride:2N ammonia/me...